From a dataset of the Open Reaction Database (ORD), a public repository of structured organic reaction records. describe an organic reaction: reactants, conditions, products, and yield Reactants: C(C)OC(=O)C1(CCNCC1)CCOC (4-(2-methoxy-ethyl)-piperidine-4-carboxylic acid ethyl ester), C(C)(C)(C)CC(=O)Cl (tert-butyl acetyl chloride). Solvent: C(C)N(CC)CC (triethylamine). Reaction conditions: time 3 hour. Yields the product C(C)OC(=O)C1(CCN(CC1)C(CC(C)(C)C)=O)CCOC (1-(3,3-Dimethyl-butyryl)-4-(2-methoxy-ethyl)-piperidine-4-carboxylic acid ethyl ester). Isolated yield 48.9%. As a reaction SMILES: [CH2:1]([O:3][C:4]([C:6]1([CH2:12][CH2:13][O:14][CH3:15])[CH2:11][CH2:10][NH:9][CH2:8][CH2:7]1)=[O:5])[CH3:2].[C:16]([CH2:20][C:21](Cl)=[O:22])([CH3:19])([CH3:18])[CH3:17]>C(N(CC)CC)C>[CH2:1]([O:3][C:4]([C:6]1([CH2:12][CH2:13][O:14][CH3:15])[CH2:7][CH2:8][N:9]([C:21](=[O:22])[CH2:20][C:16]([CH3:19])([CH3:18])[CH3:17])[CH2:10][CH2:11]1)=[O:5])[CH3:2]. Reported procedure: To a solution of 4-(2-methoxy-ethyl)-piperidine-4-carboxylic acid ethyl ester (0.646 g) under an argon atmosphere were added triethylamine (0.668 g, 0.92 ml) and tert-butyl acetyl chloride (0.44 g, 0.45 ml) under ice cooling. The reaction mixture was stirred at RT for 3 h. It was then partitioned between methylene chloride and aqueous 1M HCl, the layers were separated and the aqueous layer washed with 2M aqueous KHCO3 and dried over Na2SO4. The solvent was evaporated off, the residue purified by... Reactants: O=C1CCN(Cc2ccccc2)CC1, CN(C)C=O, CCOC(=O)CP(=O)(OCC)OCC, [H-], [Na+], O. Yields the product CCOC(=O)C=C1CCN(Cc2ccccc2)CC1. RXN SMILES: [CH2:17]([c:18]1[cH:19][cH:20][cH:21][cH:22][cH:23]1)[N:24]1[CH2:25][CH2:26][C:27](=[O:30])[CH2:28][CH2:29]1.[CH3:32][N:33]([CH3:34])[CH:35]=[O:36].[CH3:3][CH2:4][O:5][C:6](=[O:7])[CH2:8][P:9]([O:10][CH2:11][CH3:12])([O:13][CH2:14][CH3:15])=[O:16].[H-:1].[Na+:2].[OH2:31]>>[CH3:3][CH2:4][O:5][C:6](=[O:7])[CH:8]=[C:27]1[CH2:26][CH2:25][N:24]([CH2:17][c:18]2[cH:19][cH:20][cH:21][cH:22][cH:23]2)[CH2:29][CH2:28]1.